From a dataset of the Open Reaction Database (ORD), a public repository of structured organic reaction records. describe an organic reaction: reactants, conditions, products, and yield Starting materials: C1COCCO1, Cl, CC(C)(C)OC(=O)CC(Cc1ccc(-c2ccccc2)cc1)NC(=O)OC(C)(C)C. Yields the product Cl, CC(C)(C)OC(=O)CC(N)Cc1ccc(-c2ccccc2)cc1. RXN SMILES: [CH2:32]1[O:33][CH2:34][CH2:35][O:36][CH2:37]1.[ClH:31].[c:1]1(-[c:25]2[cH:26][cH:27][cH:28][cH:29][cH:30]2)[cH:2][cH:3][c:4]([CH2:7][CH:8]([CH2:9][C:10](=[O:11])[O:12][C:13]([CH3:14])([CH3:15])[CH3:16])[NH:17][C:18]([O:19][C:20]([CH3:21])([CH3:22])[CH3:23])=[O:24])[cH:5][cH:6]1>>[ClH:31].[c:1]1(-[c:25]2[cH:26][cH:27][cH:28][cH:29][cH:30]2)[cH:2][cH:3][c:4]([CH2:7][CH:8]([CH2:9][C:10](=[O:11])[O:12][C:13]([CH3:14])([CH3:15])[CH3:16])[NH2:17])[cH:5][cH:6]1. The reactants are ClC1=C(C(=CC(=N1)C1=CC=C(C(=O)O)C=C1)SC)C#N (4-(6-chloro-5-cyano-4-(methylthio)pyridin-2-yl)benzoic acid), COC=1C=C2C=CC(=CC2=CC1)B(O)O (6-methoxynaphthalen-2-ylboronic acid), P(=O)([O-])([O-])[O-].[K+].[K+].[K+] (potassium phosphate). The reagents and catalysts are C1(=CC=CC=C1)P(C1=CC=CC=C1)C1=CC=CC=C1.C1(=CC=CC=C1)P(C1=CC=CC=C1)C1=CC=CC=C1.C1(=CC=CC=C1)P(C1=CC=CC=C1)C1=CC=CC=C1.C1(=CC=CC=C1)P(C1=CC=CC=C1)C1=CC=CC=C1.[Pd] (palladium tetrakis(triphenylphosphine)). The solvent is CCOC(=O)C (EtOAc), CN(C(C)=O)C (N,N-dimethylacetamide). Reaction conditions: time 2 hour. Yields the product C(#N)C=1C(=CC(=NC1C1=CC2=CC=C(C=C2C=C1)OC)C1=CC=C(C(=O)O)C=C1)SC (4-(5-cyano-6-(6-methoxynaphthalen-2-yl)-4-(methylthio)pyridin-2-yl)benzoic acid). Yield: 64.3%. Reaction SMILES: Cl[C:2]1[N:7]=[C:6]([C:8]2[CH:16]=[CH:15][C:11]([C:12]([OH:14])=[O:13])=[CH:10][CH:9]=2)[CH:5]=[C:4]([S:17][CH3:18])[C:3]=1[C:19]#[N:20].[CH3:21][O:22][C:23]1[CH:24]=[C:25]2[C:30](=[CH:31][CH:32]=1)[CH:29]=[C:28](B(O)O)[CH:27]=[CH:26]2.P([O-])([O-])([O-])=O.[K+].[K+].[K+]>CN(C)C(=O)C.CCOC(C)=O.C1(P(C2C=CC=CC=2)C2C=CC=CC=2)C=CC=CC=1.C1(P(C2C=CC=CC=2)C2C=CC=CC=2)C=CC=CC=1.C1(P(C2C=CC=CC=2)C2C=CC=CC=2)C=CC=CC=1.C1(P(C2C=CC=CC=2)C2C=CC=CC=2)C=CC=CC=1.[Pd]>[C:19]([C:3]1[C:4]([S:17][CH3:18])=[CH:5][C:6]([C:8]2[CH:16]=[CH:15][C:11]([C:12]([OH:14])=[O:13])=[CH:10][CH:9]=2)=[N:7][C:2]=1[C:28]1[CH:27]=[CH:26][C:25]2[C:30](=[CH:31][CH:32]=[C:23]([O:22][CH3:21])[CH:24]=2)[CH:29]=1)#[N:20] |f:2.3.4.5,8.9.10.11.12|. Procedure: A mixture of 4-(6-chloro-5-cyano-4-(methylthio)pyridin-2-yl)benzoic acid (50 mg, 0.164 mmol) and 6-methoxynaphthalen-2-ylboronic acid (49.7 mg, 0.246 mmol), potassium phosphate (139 mg, 0.656 mmol) and palladium tetrakis(triphenylphosphine) (18.96 mg, 0.016 mmol) in N,N-dimethylacetamide (2 mL) was pumped under vacuum and backfilled with nitrogen three times. After 2 h at 100° C., the mixture was cooled to room temperature, diluted with EtOAc (60 mL), washed with saturated NH4Cl (5 mL), water (5... Product: COc1cc(COc2nn(Cc3ccccc3)cc2C=O)ccc1OCc1nc(-c2ccco2)oc1C. RXN SMILES: [CH2:1]([c:2]1[cH:3][cH:4][cH:5][cH:6][cH:7]1)[n:8]1[n:9][c:10]([O:15][CH2:16][c:17]2[cH:18][c:19]([O:36][CH3:37])[c:20]([O:23][CH2:24][c:25]3[n:26][c:27](-[c:31]4[o:32][cH:33][cH:34][cH:35]4)[o:28][c:29]3[CH3:30])[cH:21][cH:22]2)[c:11]([CH2:13][OH:14])[cH:12]1.[O:38]1[CH2:39][CH2:40][CH2:41][CH2:42]1>>[CH2:1]([c:2]1[cH:3][cH:4][cH:5][cH:6][cH:7]1)[n:8]1[n:9][c:10]([O:15][CH2:16][c:17]2[cH:18][c:19]([O:36][CH3:37])[c:20]([O:23][CH2:24][c:25]3[n:26][c:27](-[c:31]4[o:32][cH:33][cH:34][cH:35]4)[o:28][c:29]3[CH3:30])[cH:21][cH:22]2)[c:11]([CH:13]=[O:14])[cH:12]1. Reactants: COc1cc(COc2nn(Cc3ccccc3)cc2CO)ccc1OCc1nc(-c2ccco2)oc1C, C1CCOC1. Reported procedure: N-Methyl-N-phenyl-4-chloro-1,2-dihydro-1,5-dimethyl-2-oxo-quinoline-3-carboxamide (0.52 g) in a mixture of dimethylamine and ethanol was heated in a thick-walled glass flask stoppered by a screw cap. The reaction was monitored by TLC (mixtures of dichloromethane/methanol were used as elutents). After 8 hours of heating the flask was cooled, opened, and diluted with water. The resulting precipitate was filtered, washed with water and dried in vacuum to afford the title compound (0.39 g). The reactants are CN(C(=O)C=1C(N(C2=CC=CC(=C2C1Cl)C)C)=O)C1=CC=CC=C1 (N-Methyl-N-phenyl-4-chloro-1,2-dihydro-1,5-dimethyl-2-oxo-quinoline-3-carboxamide), CNC (dimethylamine), ClCCl.CO (dichloromethane methanol). RXN SMILES: [CH3:1][N:2]([C:19]1[CH:24]=[CH:23][CH:22]=[CH:21][CH:20]=1)[C:3]([C:5]1[C:6](=[O:18])[N:7]([CH3:17])[C:8]2[C:13]([C:14]=1Cl)=[C:12]([CH3:16])[CH:11]=[CH:10][CH:9]=2)=[O:4].ClCCl.CO.[CH3:30][NH:31][CH3:32]>C(O)C.O>[CH3:1][N:2]([C:19]1[CH:24]=[CH:23][CH:22]=[CH:21][CH:20]=1)[C:3]([C:5]1[C:6](=[O:18])[N:7]([CH3:17])[C:8]2[C:13]([C:14]=1[N:31]([CH3:32])[CH3:30])=[C:12]([CH3:16])[CH:11]=[CH:10][CH:9]=2)=[O:4] |f:1.2|. Product: CN(C(=O)C=1C(N(C2=CC=CC(=C2C1N(C)C)C)C)=O)C1=CC=CC=C1 (N-methyl-N-phenyl-1,2-dihydro-4-(N,N-dimethylamino)-1,5-dimethyl-2-oxo-quinoline-3-carboxamide). Solvent: O (water), C(C)O (ethanol). Starting materials: C(=O)(O)[O-].[Na+] (NaHCO3), FC1=CC=C2/C(/C(NC2=C1)=O)=C\1/C=C(C(O1)(C)C)C1=CC=C(C=O)C=C1 (4-[(5E)-5-(6-fluoro-2-oxo-1,2-dihydro-3H-indol-3-ylidene)-2,2-dimethyl-2,5-dihydrofuran-3-yl]benzaldehyde), N1(CCNCC1)CCOCCO (2-(2-(piperazin-1-yl)ethoxy)ethanol), C(#N)[BH3-].[Na+] (sodium cyanoborohydride), C1CCOC1 (THF). The solvent is O (water), CN(C)C=O (DMF), CO (methanol), CC(=O)O (AcOH). Conditions: time 16 hour. The product is N1C(CC2=CC=CC=C12)=O (1,3-dihydro-2H-indol-2-one). Reaction SMILES: F[C:2]1[CH:10]=[C:9]2[C:5](/[C:6](=C3/C=C(C4C=CC(C=O)=CC=4)C(C)(C)O/3)/[C:7](=[O:11])[NH:8]2)=[CH:4][CH:3]=1.N1(CCOCCO)CCNCC1.C([BH3-])#N.[Na+].C1COCC1.C([O-])(O)=O.[Na+]>CN(C=O)C.CO.O.CC(O)=O>[NH:8]1[C:9]2[C:5](=[CH:4][CH:3]=[CH:2][CH:10]=2)[CH2:6][C:7]1=[O:11] |f:2.3,5.6|. Reported procedure: A mixture of 4-[(5E)-5-(6-fluoro-2-oxo-1,2-dihydro-3H-indol-3-ylidene)-2,2-dimethyl-2,5-dihydrofuran-3-yl]benzaldehyde (55 mg, 0.16 mmol), 2-(2-(piperazin-1-yl)ethoxy)ethanol (56 mg, 0.32 mmol) and 4 Å molecular sieves (100 mg) in anhydrous DMF (3 mL) was stirred at room temp for 16 hours. To this stirred mixture was added AcOH (10 mg), 1M sodium cyanoborohydride in THF solution (0.32 mL, 0.32 mmol) and 3 mL of anhydrous methanol. The reaction mixture was stirred at room temp for 5 hours and pou... The reactants are C(C)(=O)OC1CCN(CC1)CC(CC1=CC=C(C=C1)OS(=O)(=O)C=1C=2C=CN=CC2C=CC1)NS(=O)(=O)C=1C=2C=CN=CC2C=CC1 (N-{2-[4acetoxypiperidino]-1-[p-(5-isoquinolinesulfonyloxy)benyl]ethyl}-5-isoquinolinesulfonamide), CI (methyl iodide). The product is OC1CCN(CC1)CC(CC1=CC=C(C=C1)OS(=O)(=O)C=1C=2C=CN=CC2C=CC1)N(S(=O)(=O)C=1C=2C=CN=CC2C=CC1)C (N-{2-(4-Hydroxypiperidino)-1-[p-(5isoquinolinesulfonyloxy)benzyl]ethyl}-N-methyl-5-isoquinolinesulfonamide). RXN SMILES: C([O:4][CH:5]1[CH2:10][CH2:9][N:8]([CH2:11][CH:12]([NH:34][S:35]([C:38]2[C:39]3[CH:40]=[CH:41][N:42]=[CH:43][C:44]=3[CH:45]=[CH:46][CH:47]=2)(=[O:37])=[O:36])[CH2:13][C:14]2[CH:19]=[CH:18][C:17]([O:20][S:21]([C:24]3[C:25]4[CH:26]=[CH:27][N:28]=[CH:29][C:30]=4[CH:31]=[CH:32][CH:33]=3)(=[O:23])=[O:22])=[CH:16][CH:15]=2)[CH2:7][CH2:6]1)(=O)C.[CH3:48]I>>[OH:4][CH:5]1[CH2:6][CH2:7][N:8]([CH2:11][CH:12]([N:34]([CH3:48])[S:35]([C:38]2[C:39]3[CH:40]=[CH:41][N:42]=[CH:43][C:44]=3[CH:45]=[CH:46][CH:47]=2)(=[O:37])=[O:36])[CH2:13][C:14]2[CH:19]=[CH:18][C:17]([O:20][S:21]([C:24]3[C:25]4[CH:26]=[CH:27][N:28]=[CH:29][C:30]=4[CH:31]=[CH:32][CH:33]=3)(=[O:22])=[O:23])=[CH:16][CH:15]=2)[CH2:9][CH2:10]1. Procedure details: The amorphous compound obtained in Example 103 was treated with methyl iodide according to the procedure in Example 89 and the intermediate product was subjected to alkaline hydrolysis according to the procedure in Example 104, to obtain the same product as in Example 99. The reactants are Cc1cn(-c2ccc(Br)cc2C#N)cn1, Cc1cc(N)nn1C. Yields the product Cc1cn(-c2ccc(Nc3cc(C)n(C)n3)cc2C#N)cn1. As a reaction SMILES: [Br:1][c:2]1[cH:3][cH:4][c:5](-[n:10]2[cH:11][n:12][c:13]([CH3:15])[cH:14]2)[c:6]([C:7]#[N:8])[cH:9]1.[CH3:16][n:17]1[n:18][c:19]([NH2:23])[cH:20][c:21]1[CH3:22]>>[c:2]1([NH:23][c:19]2[n:18][n:17]([CH3:16])[c:21]([CH3:22])[cH:20]2)[cH:3][cH:4][c:5](-[n:10]2[cH:11][n:12][c:13]([CH3:15])[cH:14]2)[c:6]([C:7]#[N:8])[cH:9]1.